Dataset: the Open Reaction Database (ORD), a public repository of structured organic reaction records. Task: describe an organic reaction: reactants, conditions, products, and yield Starting materials: CC(C)S(=O)(=O)C1=C(C=CC=C1)S(=O)(=O)N=C=O (2-[(1-methylethyl)sulfonyl]benzenesulfonyl isocyanate), NC1=NC(=CC(=N1)C)C (2-amino-4,6-dimethylpyrimidine), C1CN2CCN1CC2 (DABCO). Solvent: ClCCl (dichloromethane). Reaction conditions: time 8 hour. The product is CC1=NC(=NC(=C1)C)NC(=O)NS(=O)(=O)C1=C(C=CC=C1)S(=O)(=O)C(C)C (N-[(4,6-dimethylpyrimidin-2-yl)aminocarbonyl]-2-[(1-methylethyl)sulfonyl]benzenesulfonamide). RXN SMILES: [CH3:1][CH:2]([S:4]([C:7]1[CH:12]=[CH:11][CH:10]=[CH:9][C:8]=1[S:13]([N:16]=[C:17]=[O:18])(=[O:15])=[O:14])(=[O:6])=[O:5])[CH3:3].[NH2:19][C:20]1[N:25]=[C:24]([CH3:26])[CH:23]=[C:22]([CH3:27])[N:21]=1.C1N2CCN(CC2)C1>ClCCl>[CH3:27][C:22]1[CH:23]=[C:24]([CH3:26])[N:25]=[C:20]([NH:19][C:17]([NH:16][S:13]([C:8]2[CH:9]=[CH:10][CH:11]=[CH:12][C:7]=2[S:4]([CH:2]([CH3:1])[CH3:3])(=[O:6])=[O:5])(=[O:14])=[O:15])=[O:18])[N:21]=1. Procedure details: A solution of 2-[(1-methylethyl)sulfonyl]benzenesulfonyl isocyanate (2.3 g, 0.008 mol) in dichloromethane (12 ml) was added to 2-amino-4,6-dimethylpyrimidine (0.74 g, 0.006 mol) and DABCO (catalytic amount) and the suspension was stirred overnight at room temperature. The solvent was removed in vacuo and acetonitrile was added to the residue. The precipitated solid was filtered and dried to give N-[(4,6-dimethylpyrimidin-2-yl)aminocarbonyl]-2-[(1-methylethyl)sulfonyl]benzenesulfonamide as a whit... Reactants: Cl (hydrochloric acid), C(C)(C)(C)OC(=O)N(C[C@@H](COC1=CC=CC=C1)O)C1CCCC2=C(C1)C=C(C=C2)OCC(=O)O (2-[8-[N-tert-butoxycarbonyl-N-[(2S)-2-hydroxy-3-phenoxypropyl]amino]-6,7,8,9-tetrahydro-5H-benzocyclohepten-2-yloxy]acetic acid), CNCCCC (N-methylbutylamine), Cl.CN(CCCN=C=NCC)C (1-(3-dimethylaminopropyl)-3-ethylcarbodiimide hydrochloride). Reagents/catalysts: CN(C1=CC=NC=C1)C (4-dimethylaminopyridine). Solvent: ClCCl (dichloromethane). Conditions: time 12 hour. The product is C(CCC)N(C(=O)COC1=CC2=C(CCCC(C2)N(C(=O)OC(C)(C)C)C[C@@H](COC2=CC=CC=C2)O)C=C1)C (N-[3-[(butylmethylcarbamoyl)methoxy]-6,7,8,9-tetrahydro-5H-benzocyclohepten-6-yl]-N-tert-butoxycarbonyl-[(2S)-2-hydroxy-3-phenoxypropyl]amine). RXN SMILES: [C:1]([O:5][C:6]([N:8]([CH:20]1[CH2:26][C:25]2[CH:27]=[C:28]([O:31][CH2:32][C:33](O)=[O:34])[CH:29]=[CH:30][C:24]=2[CH2:23][CH2:22][CH2:21]1)[CH2:9][C@H:10]([OH:19])[CH2:11][O:12][C:13]1[CH:18]=[CH:17][CH:16]=[CH:15][CH:14]=1)=[O:7])([CH3:4])([CH3:3])[CH3:2].[CH3:36][NH:37][CH2:38][CH2:39][CH2:40][CH3:41].Cl.CN(C)CCCN=C=NCC.Cl>ClCCl.CN(C)C1C=CN=CC=1>[CH2:38]([N:37]([CH3:36])[C:33]([CH2:32][O:31][C:28]1[CH:29]=[CH:30][C:24]2[CH2:23][CH2:22][CH2:21][CH:20]([N:8]([CH2:9][C@H:10]([OH:19])[CH2:11][O:12][C:13]3[CH:14]=[CH:15][CH:16]=[CH:17][CH:18]=3)[C:6]([O:5][C:1]([CH3:2])([CH3:3])[CH3:4])=[O:7])[CH2:26][C:25]=2[CH:27]=1)=[O:34])[CH2:39][CH2:40][CH3:41] |f:2.3|. Reported procedure: Under nitrogen, a solution of 2-[8-[N-tert-butoxycarbonyl-N-[(2S)-2-hydroxy-3-phenoxypropyl]amino]-6,7,8,9-tetrahydro-5H-benzocyclohepten-2-yloxy]acetic acid (100 mg) in dichloromethane (3 ml) were added N-methylbutylamine (29 μl) and 1-(3-dimethylaminopropyl)-3-ethylcarbodiimide hydrochloride (47 mg) in the presence of catalytic amounts of 4-dimethylaminopyridine at 5° C., and the mixture was stirred at room temperature for 12 hours. The resulting mixture was poured into 1N hydrochloric acid an... Reactants: CCCCN1CCN(Cc2nnc(C(C)(Cc3ccccc3)NC(=O)OC(C)(C)C)o2)C(=O)C1=O, ClCCl, O=C(O)C(F)(F)F. The product is O=C(O)C(F)(F)F, CCCCN1CCN(Cc2nnc(C(C)(N)Cc3ccccc3)o2)C(=O)C1=O. As a reaction SMILES: [C:1]([O:2][C:3](=[O:4])[NH:8][C:9]([CH2:10][c:11]1[cH:12][cH:13][cH:14][cH:15][cH:16]1)([CH3:17])[c:18]1[n:19][n:20][c:21]([CH2:23][N:24]2[C:25](=[O:35])[C:26](=[O:34])[N:27]([CH2:30][CH2:31][CH2:32][CH3:33])[CH2:28][CH2:29]2)[o:22]1)([CH3:5])([CH3:6])[CH3:7].[Cl:43][CH2:44][Cl:45].[F:36][C:37]([C:38](=[O:39])[OH:40])([F:41])[F:42]>>[F:36][C:37]([C:38](=[O:39])[OH:40])([F:41])[F:42].[NH2:8][C:9]([CH2:10][c:11]1[cH:12][cH:13][cH:14][cH:15][cH:16]1)([CH3:17])[c:18]1[n:19][n:20][c:21]([CH2:23][N:24]2[C:25](=[O:35])[C:26](=[O:34])[N:27]([CH2:30][CH2:31][CH2:32][CH3:33])[CH2:28][CH2:29]2)[o:22]1. The reactants are FC1=C(C(=C(C=C1F)F)F)C (2,3,5,6-tetrafluorotoluene), BrN1C(CCC1=O)=O (N-bromosuccinimide), C(C1=CC=CC=C1)(=O)OOC(C1=CC=CC=C1)=O (benzoyl peroxide). The solvent is C(Cl)(Cl)(Cl)Cl (carbon tetrachloride). Conditions: temperature 25 celsius. Product: FC1=C(CBr)C(=C(C=C1F)F)F (2,3,5,6-tetrafluorobenzyl bromide). As a reaction SMILES: [F:1][C:2]1[C:7]([F:8])=[CH:6][C:5]([F:9])=[C:4]([F:10])[C:3]=1[CH3:11].[Br:12]N1C(=O)CCC1=O.C(OOC(=O)C1C=CC=CC=1)(=O)C1C=CC=CC=1>C(Cl)(Cl)(Cl)Cl>[F:1][C:2]1[C:7]([F:8])=[CH:6][C:5]([F:9])=[C:4]([F:10])[C:3]=1[CH2:11][Br:12]. Reported procedure: A mixture of 2,3,5,6-tetrafluorotoluene (1.7 g), N-bromosuccinimide (1.9 g), dry carbon tetrachloride (10 ml) and benzoyl peroxide (0.01 g) was heated at the reflux temperature for 20 hours, cooled to the ambient temperature (ca.25° C.) filtered and the filtrate diluted with diethyl ether. The ethereal solution was washed with water, dried over anhydrous magnesium sulphate and concentrated by evaporation of the solvents to yield 2,3,5,6-tetrafluorobenzyl bromide as a mobile colourless oil. Starting materials: CN1C=NC=2C(=NC(=CC21)C2=CC(=C(C=C2)OCCNC)C(F)(F)F)C#N (1-methyl-6-(4-(2-(methylamino)ethoxy)-3-(trifluoromethyl)-phenyl)-1H-imidazo[4,5-c]pyridine-4-carbonitrile), CCN(C(C)C)C(C)C (DIPEA), C(CC)(=O)Cl (propionyl chloride). Solvent: C1CCOC1 (THF). Conditions: time 16 hour. Yields the product CN1C=NC=2C(=NC(=CC21)C2=CC(=C(C=C2)OCCN(C)C(CC)=O)C(F)(F)F)C#N (1-methyl-6-(4-(2-(N-propionyl-N-methylamino)ethoxy)-3-(trifluoromethyl)phenyl)-1H-imidazo[4,5-c]pyridine-4-carbonitrile). RXN SMILES: [CH3:1][N:2]1[C:10]2[CH:9]=[C:8]([C:11]3[CH:16]=[CH:15][C:14]([O:17][CH2:18][CH2:19][NH:20][CH3:21])=[C:13]([C:22]([F:25])([F:24])[F:23])[CH:12]=3)[N:7]=[C:6]([C:26]#[N:27])[C:5]=2[N:4]=[CH:3]1.CCN(C(C)C)C(C)C.[C:37](Cl)(=[O:40])[CH2:38][CH3:39]>C1COCC1>[CH3:1][N:2]1[C:10]2[CH:9]=[C:8]([C:11]3[CH:16]=[CH:15][C:14]([O:17][CH2:18][CH2:19][N:20]([C:37](=[O:40])[CH2:38][CH3:39])[CH3:21])=[C:13]([C:22]([F:23])([F:25])[F:24])[CH:12]=3)[N:7]=[C:6]([C:26]#[N:27])[C:5]=2[N:4]=[CH:3]1. Procedure details: To a solution of 1-methyl-6-(4-(2-(methylamino)ethoxy)-3-(trifluoromethyl)-phenyl)-1H-imidazo[4,5-c]pyridine-4-carbonitrile (0.053 mmol, 20 mg) in THF (1 mL) was added DIPEA (0.266 mmol, 47 μL) and propionyl chloride (0.16 mmol, 15 mg). The mixture was stirred at r.t. for 16 h and the product was then purified by HPLC to give 1-methyl-6-(4-(2-(N-propionyl-N-methylamino)ethoxy)-3-(trifluoromethyl)phenyl)-1H-imidazo[4,5-c]pyridine-4-carbonitrile. 1H NMR (CD3OD) δ: 8.37-8.46 (m, 4H), 7.31 (d, 1H), ... The reactants are C(C)(=O)OCCOC1=CC=C(NC=C(C(=O)OCC)C(=O)OCC)C=C1 (Diethyl 2-({4-[2-(acetyloxy)ethoxy]anilino}methylene)malonate). The solvent is C1(=CC=CC=C1)OC1=CC=CC=C1 (diphenyl ether), C1(=CC=CC=C1)C (toluene). Conditions: temperature 250 celsius. The product is C(C)(=O)OCCOC=1C=C2C(=C(C=NC2=CC1)C(=O)OCC)O (ethyl 6-[2-(acetyloxy)ethoxy]-4-hydroxy-3-quinolinecarboxylate). Isolated yield 8.7%. As a reaction SMILES: [C:1]([O:4][CH2:5][CH2:6][O:7][C:8]1[CH:26]=[CH:25][C:11]([NH:12][CH:13]=[C:14]([C:20]([O:22]CC)=O)[C:15]([O:17][CH2:18][CH3:19])=[O:16])=[CH:10][CH:9]=1)(=[O:3])[CH3:2]>C1(OC2C=CC=CC=2)C=CC=CC=1.C1(C)C=CC=CC=1>[C:1]([O:4][CH2:5][CH2:6][O:7][C:8]1[CH:9]=[C:10]2[C:11](=[CH:25][CH:26]=1)[N:12]=[CH:13][C:14]([C:15]([O:17][CH2:18][CH3:19])=[O:16])=[C:20]2[OH:22])(=[O:3])[CH3:2]. Procedure details: Sodium hydroxide (6.22 g) is added to a solution of p-nitrophenol (21.45 g) in DMF (300 mL) and stirred until the reagents are fully dissolved. After a dropwise addition of 2-chloroethanol (10.66 ml), the reaction mixture is heated to 100° C. for 72 hours. After filtering and evaporating the solvent under reduced pressure, the resulting oil is recrystallized in a methanol/water mixture and filtered to afford 21.62 g (92%) of 2-(4-nitrophenoxy)-1-ethanol. A mixture of 2-(4-nitrophenoxy)-1-ethanol...